Dataset: the Open Reaction Database (ORD), a public repository of structured organic reaction records. Task: describe an organic reaction: reactants, conditions, products, and yield Starting materials: N(=NC(=O)OC(C)C)C(=O)OC(C)C (Diisopropyl azodicarboxylate), C(C1=CC=CC=C1)(C1=CC=CC=C1)(C1=CC=CC=C1)OCC(COC(C1=CC=CC=C1)(C1=CC=CC=C1)C1=CC=CC=C1)O (1,3-bis(trityloxy)propan-2-ol), IC1=CC=C(C=C1)O (4-iodophenol), C1(=CC=CC=C1)P(C1=CC=CC=C1)C1=CC=CC=C1 (triphenyl phosphine). Solvent: C1CCOC1 (THF). Run at time 8 hour. Yields the product IC1=CC=C(OC(COC(C2=CC=CC=C2)(C2=CC=CC=C2)C2=CC=CC=C2)COC(C2=CC=CC=C2)(C2=CC=CC=C2)C2=CC=CC=C2)C=C1 ([2-(4-Iodophenoxy)-3-(trityloxy)propoxy]-triphenylmethane). Yield: 89.9%. As a reaction SMILES: [C:1]([O:20][CH2:21][CH:22]([OH:44])[CH2:23][O:24][C:25]([C:38]1[CH:43]=[CH:42][CH:41]=[CH:40][CH:39]=1)([C:32]1[CH:37]=[CH:36][CH:35]=[CH:34][CH:33]=1)[C:26]1[CH:31]=[CH:30][CH:29]=[CH:28][CH:27]=1)([C:14]1[CH:19]=[CH:18][CH:17]=[CH:16][CH:15]=1)([C:8]1[CH:13]=[CH:12][CH:11]=[CH:10][CH:9]=1)[C:2]1[CH:7]=[CH:6][CH:5]=[CH:4][CH:3]=1.[I:45][C:46]1[CH:51]=[CH:50][C:49](O)=[CH:48][CH:47]=1.C1(P(C2C=CC=CC=2)C2C=CC=CC=2)C=CC=CC=1.N(C(OC(C)C)=O)=NC(OC(C)C)=O>C1COCC1>[I:45][C:46]1[CH:51]=[CH:50][C:49]([O:44][CH:22]([CH2:21][O:20][C:1]([C:14]2[CH:19]=[CH:18][CH:17]=[CH:16][CH:15]=2)([C:8]2[CH:9]=[CH:10][CH:11]=[CH:12][CH:13]=2)[C:2]2[CH:7]=[CH:6][CH:5]=[CH:4][CH:3]=2)[CH2:23][O:24][C:25]([C:38]2[CH:43]=[CH:42][CH:41]=[CH:40][CH:39]=2)([C:26]2[CH:27]=[CH:28][CH:29]=[CH:30][CH:31]=2)[C:32]2[CH:33]=[CH:34][CH:35]=[CH:36][CH:37]=2)=[CH:48][CH:47]=1. Reported procedure: Compound 1 (5.0 g, 8.67 mmol), 4-iodophenol (2.10 g, 9.54 mmol) and triphenyl phosphine (2.5 g, 9.5 mmol) were dissolved in dry THF (35 mL). Diisopropyl azodicarboxylate (1.88 mL, 9.5 mmol) was added dropwise during 15 min, and the reaction was allowed to proceed overnight at RT. All volatiles were removed in vacuo. Purification on silica gel (eluent, petroleum ether, bp 40-60° C.: dichloromethane, 1:1, v/v) yielded 6.07 g of the title compound. 1H NMR (CDCl3): 7.49 (2H, d, J 9.1); 7.37-7.21 (30... Reaction SMILES: [CH3:1][CH:2]([C:3](=[O:4])[O-:5])[CH:6]1[CH2:7][O:8][c:9]2[c:10]1[cH:11][cH:12][c:13]([O:15][CH2:16][c:17]1[cH:18][c:19](-[c:23]3[c:24]([CH3:40])[c:25]([CH3:39])[c:26]([O:31][CH2:32][CH2:33][CH2:34][S:35](=[O:36])(=[O:37])[CH3:38])[c:27]([CH3:30])[c:28]3[CH3:29])[cH:20][cH:21][cH:22]1)[cH:14]2.[CH3:41][OH:42].[ClH:45].[Na+:44].[O:47]1[CH2:48][CH2:49][CH2:50][CH2:51]1.[OH-:43].[OH2:46]>>[CH2:2]([C:3](=[O:4])[OH:5])[CH:6]1[CH2:7][O:8][c:9]2[c:10]1[cH:11][cH:12][c:13]([O:15][CH2:16][c:17]1[cH:18][c:19](-[c:23]3[c:24]([CH3:40])[c:25]([CH3:39])[c:26]([O:31][CH2:32][CH2:33][CH2:34][S:35](=[O:36])(=[O:37])[CH3:38])[c:27]([CH3:30])[c:28]3[CH3:29])[cH:20][cH:21][cH:22]1)[cH:14]2. The product is Cc1c(C)c(-c2cccc(COc3ccc4c(c3)OCC4CC(=O)O)c2)c(C)c(C)c1OCCCS(C)(=O)=O. Reactants: Cc1c(C)c(-c2cccc(COc3ccc4c(c3)OCC4C(C)C(=O)[O-])c2)c(C)c(C)c1OCCCS(C)(=O)=O, CO, Cl, [Na+], C1CCOC1, [OH-], O. The reactants are Cl (hydrochloric acid), ClC1=C(C(=O)C2=C(C3=C(O2)C(=CC(=C3)C)C(=O)OCC)C)C=CC(=C1)Cl (2-(2,4-Dichlorobenzoyl)-7-(ethoxycarbonyl)-3,5-dimethylbenzo[b]furan), O.NN (hydrazine monohydrate), [K] (potassium). Solvent: C(CO)O (ethylene glycol). Conditions: temperature 150 celsius, time 4 hour. Product: C(=O)(O)C1=CC(=CC2=C1OC(=C2C)CC2=C(C=C(C=C2)Cl)Cl)C (7-Carboxy-2-(2,4-dichlorobenzyl)-3,5-dimethylbenzo[b]furan). Isolated yield 94.8%. Reaction SMILES: [Cl:1][C:2]1[CH:25]=[C:24]([Cl:26])[CH:23]=[CH:22][C:3]=1[C:4]([C:6]1[O:10][C:9]2[C:11]([C:16]([O:18]CC)=[O:17])=[CH:12][C:13]([CH3:15])=[CH:14][C:8]=2[C:7]=1[CH3:21])=O.O.NN.[K].Cl>C(O)CO>[C:16]([C:11]1[C:9]2[O:10][C:6]([CH2:4][C:3]3[CH:22]=[CH:23][C:24]([Cl:26])=[CH:25][C:2]=3[Cl:1])=[C:7]([CH3:21])[C:8]=2[CH:14]=[C:13]([CH3:15])[CH:12]=1)([OH:18])=[O:17] |f:1.2,^1:29|. Procedure: 2-(2,4-Dichlorobenzoyl)-7-(ethoxycarbonyl)-3,5-dimethylbenzo[b]furan (0.78 g) and hydrazine monohydrate (0.70 g) were stirred in ethylene glycol (6.5 ml) at 140° C. for 2 hr. After cooling, potassium hydoroxide (0.75 g) was added and the mixture was stirred at 150° C. for 4 hr. After cooling, ice and concentrated hydrochloric acid were added and precipitate was collected by filtration. The precipitate was washed with water and diisopropyl ether and dried to give the objective compound (0.66 g) a... Reactants: ClCCCl, CN1CCOCC1, O=CN(CC(CC1CCCC1)C(=O)O)OC1CCCCO1, CN(C)C1CN(c2nc(Cl)nc(NN)c2F)CC1(C)C, CN(C)C=O, On1nnc2cccnc21. Yields the product CN(C)C1CN(c2nc(Cl)nc(NNC(=O)C(CC3CCCC3)CN(C=O)OC3CCCCO3)c2F)CC1(C)C. RXN SMILES: [CH2:59]([Cl:60])[CH2:61][Cl:62].[CH3:42][N:43]1[CH2:44][CH2:45][O:46][CH2:47][CH2:48]1.[CH:21]1([CH2:26][CH:27]([C:28](=[O:29])[OH:30])[CH2:31][N:32]([O:33][CH:34]2[O:35][CH2:36][CH2:37][CH2:38][CH2:39]2)[CH:40]=[O:41])[CH2:22][CH2:23][CH2:24][CH2:25]1.[Cl:1][c:2]1[n:3][c:4]([NH:19][NH2:20])[c:5]([F:18])[c:6]([N:8]2[CH2:9][CH:10]([N:15]([CH3:16])[CH3:17])[C:11]([CH3:13])([CH3:14])[CH2:12]2)[n:7]1.[O:63]=[CH:64][N:65]([CH3:66])[CH3:67].[OH:49][n:50]1[c:51]2[n:52][cH:53][cH:54][cH:55][c:56]2[n:57][n:58]1>>[Cl:1][c:2]1[n:3][c:4]([NH:19][NH:20][C:28]([CH:27]([CH2:26][CH:21]2[CH2:22][CH2:23][CH2:24][CH2:25]2)[CH2:31][N:32]([O:33][CH:34]2[O:35][CH2:36][CH2:37][CH2:38][CH2:39]2)[CH:40]=[O:41])=[O:29])[c:5]([F:18])[c:6]([N:8]2[CH2:9][CH:10]([N:15]([CH3:16])[CH3:17])[C:11]([CH3:13])([CH3:14])[CH2:12]2)[n:7]1. Starting materials: BrC=1C(=NN2C1C=CC=C2Cl)C2=CC=C(C=C2)F (3-bromo-7-chloro-2-(4-fluorophenyl)pyrazolo[1,5-α]pyridine), FC1=NC=CC(=C1)B(O)O (2-fluoropyridin-4-ylboronic acid). Yields the product FC1=CC=C(C=C1)C1=NN2C(C=CC=C2C2=CC(=NC=C2)F)=C1C1=CC(=NC=C1)F (2-(4-fluorophenyl)-3,7-bis(2-fluoropyridin-4-yl)pyrazolo[1,5-α]pyridine). The yield is 34.4%. As a reaction SMILES: Br[C:2]1[C:3]([C:12]2[CH:17]=[CH:16][C:15]([F:18])=[CH:14][CH:13]=2)=[N:4][N:5]2[C:10](Cl)=[CH:9][CH:8]=[CH:7][C:6]=12.[F:19][C:20]1[CH:25]=[C:24](B(O)O)[CH:23]=[CH:22][N:21]=1>>[F:18][C:15]1[CH:16]=[CH:17][C:12]([C:3]2[C:2]([C:24]3[CH:23]=[CH:22][N:21]=[C:20]([F:19])[CH:25]=3)=[C:6]3[CH:7]=[CH:8][CH:9]=[C:10]([C:24]4[CH:23]=[CH:22][N:21]=[C:20]([F:19])[CH:25]=4)[N:5]3[N:4]=2)=[CH:13][CH:14]=1. Reported procedure: In a similar manner to that in Example 28, from 3-bromo-7-chloro-2-(4-fluorophenyl)pyrazolo[1,5-α]pyridine (305 mg, 0.94 mmol) and 2-fluoropyridin-4-ylboronic acid (182 mg, 1.30 mmol) after heating to 100° C. for 1.5 hours was formed 2-(4-fluorophenyl)-3,7-bis(2-fluoropyridin-4-yl)pyrazolo[1,5-α]pyridine (90 mg, 24%). 1H NMR (CDCl3): δ 8.47 (d, 1H), 8.29 (d 1H), 7.89 (br d, 1H), 7.78 (d, 1H), 7.72 (s, 1H), 7.58 (dd, 2H), 7.44 (dd, 1H), 7.20 (br d, 1H), 7.15 (d, 1H), 7.13 (t, 2H), 7.05 (s, 1H); M...